Dataset: the Open Reaction Database (ORD), a public repository of structured organic reaction records. Task: describe an organic reaction: reactants, conditions, products, and yield Yields the product FC1=CC=C(C=C1)CC1=CN=C2C(=C(C(N(C2=C1)CCN1C(CCC1)=O)=O)C(=O)NC(CC)COC)O (7-[(4-fluorophenyl)methyl]-4-hydroxy-N-{1-[(methyloxy)methyl]propyl}-2-oxo-1-[2-(2-oxo-1-pyrrolidinyl)ethyl]-1,2-dihydro-1,5-naphthyridine-3-carboxamide). Procedure details: This compound was prepared from ethyl 7-(4-fluorobenzyl)-4-hydroxy-2-oxo-1-[2-(2-oxopyrrolidin-1-yl)ethyl]-1,2-dihydro-1,5-naphthyridine-3-carboxylate and 1-(methyloxy)-2-butanamine using conditions similar to those employed in Example 563 to provide a white solid: 1H NMR (d6-DMSO) δ 10.32 (1H, d, J=9 Hz), 8.53 (1H, s), 8.11 (1H, s), 7.38 (2H, dd, J=6, 9 Hz), 7.11 (2H, t, J=9 Hz), 4.37 (2H, b), 4.14 (2H, s), 4.05 (1H, b), 3.32-3.47 (6H, m), 3.26 (3H, s), 1.95 (2H, t, J=8 Hz), 1.69-1.80 (2H, m), ... The reactants are FC1=CC=C(CC2=CN=C3C(=C(C(N(C3=C2)CCN2C(CCC2)=O)=O)C(=O)OCC)O)C=C1 (ethyl 7-(4-fluorobenzyl)-4-hydroxy-2-oxo-1-[2-(2-oxopyrrolidin-1-yl)ethyl]-1,2-dihydro-1,5-naphthyridine-3-carboxylate), COCC(CC)N (1-(methyloxy)-2-butanamine). RXN SMILES: [F:1][C:2]1[CH:33]=[CH:32][C:5]([CH2:6][C:7]2[CH:16]=[C:15]3[C:10]([C:11]([OH:31])=[C:12]([C:26](OCC)=[O:27])[C:13](=[O:25])[N:14]3[CH2:17][CH2:18][N:19]3[CH2:23][CH2:22][CH2:21][C:20]3=[O:24])=[N:9][CH:8]=2)=[CH:4][CH:3]=1.[CH3:34][O:35][CH2:36][CH:37]([NH2:40])[CH2:38][CH3:39]>>[F:1][C:2]1[CH:33]=[CH:32][C:5]([CH2:6][C:7]2[CH:16]=[C:15]3[C:10]([C:11]([OH:31])=[C:12]([C:26]([NH:40][CH:37]([CH2:36][O:35][CH3:34])[CH2:38][CH3:39])=[O:27])[C:13](=[O:25])[N:14]3[CH2:17][CH2:18][N:19]3[CH2:23][CH2:22][CH2:21][C:20]3=[O:24])=[N:9][CH:8]=2)=[CH:4][CH:3]=1. The reactants are BrCCCCCCCCCCCO (11-bromoundecan-1-ol), C1=CC(=CC=C1O)C (p-cresol), [OH-].[K+] (potassium hydroxide), ion-exchange, O (water). The solvent is C(C)O (ethanol), C(Cl)Cl (methylene chloride). Product: C1(=CC=C(C=C1)OCCCCCCCCCCCO)C (11-(p-tolyloxy)undecan-1-ol). The yield is 100.0%. RXN SMILES: Br[CH2:2][CH2:3][CH2:4][CH2:5][CH2:6][CH2:7][CH2:8][CH2:9][CH2:10][CH2:11][CH2:12][OH:13].[CH:14]1[C:19]([OH:20])=[CH:18][CH:17]=[C:16]([CH3:21])[CH:15]=1.[OH-].[K+].O>C(O)C.C(Cl)Cl>[C:16]1([CH3:21])[CH:15]=[CH:14][C:19]([O:20][CH2:2][CH2:3][CH2:4][CH2:5][CH2:6][CH2:7][CH2:8][CH2:9][CH2:10][CH2:11][CH2:12][OH:13])=[CH:18][CH:17]=1 |f:2.3|. Procedure details: The 11-bromoundecan-1-ol 15 (3.68 g) and 4.88 g of p-cresol were dissolved in 20 ml of ethanol, and 2.57 g of potassium hydroxide was added to that, followed by 24-hour refluxing. After cooled to room temperature, the reaction solution is moved into a separating funnel, and 100 ml of ion-exchange water and 50 ml of methylene chloride were added so as to cause separation. After the organic phase was collected and was dehydrated with sodium sulfate, the desiccant agent was removed by filtration, a... The reactants are C(C)(C)(C)OC(=O)N1N=C(C2=CC(=CC=C12)OCC1=CC=CC=C1)C=1N(C2=CC=C(C=C2C1)OCCCl)C(=O)OC(C)(C)C (5-benzyloxy-3-[1-tert-butoxycarbonyl-5-(2-chloroethoxy)-1H-indol-2-yl]indazole-1-carboxylic acid tert-butyl ester), C(C)N (ethylamine), C(C)N (ethylamine), C([O-])([O-])=O.[K+].[K+] (potassium carbonate), [I-].[K+] (potassium iodide), C(C)#N (acetonitrile). Solvent: C(C)(=O)OCC (ethyl acetate), O (water). Conditions: temperature 80 celsius, time 18 hour. Product: C(C)(C)(C)OC(=O)N1N=C(C2=CC(=CC=C12)OCC1=CC=CC=C1)C=1N(C2=CC=C(C=C2C1)OCCN(CC)CC)C(=O)OC(C)(C)C (5-benzyloxy-3-[1-tert-butoxycarbonyl-5-(2-diethylaminoethoxy)-1H-indol-2-yl]indazole-1-carboxylic acid tert-butyl ester). As a reaction SMILES: [C:1]([O:5][C:6]([N:8]1[C:16]2[C:11](=[CH:12][C:13]([O:17][CH2:18][C:19]3[CH:24]=[CH:23][CH:22]=[CH:21][CH:20]=3)=[CH:14][CH:15]=2)[C:10]([C:25]2[N:26]([C:38]([O:40][C:41]([CH3:44])([CH3:43])[CH3:42])=[O:39])[C:27]3[C:32]([CH:33]=2)=[CH:31][C:30]([O:34][CH2:35][CH2:36]Cl)=[CH:29][CH:28]=3)=[N:9]1)=[O:7])([CH3:4])([CH3:3])[CH3:2].C(=O)([O-])[O-].[K+].[K+].[I-].[K+].[CH2:53]([NH2:55])[CH3:54].[C:56](#N)[CH3:57]>C(OCC)(=O)C.O>[C:1]([O:5][C:6]([N:8]1[C:16]2[C:11](=[CH:12][C:13]([O:17][CH2:18][C:19]3[CH:24]=[CH:23][CH:22]=[CH:21][CH:20]=3)=[CH:14][CH:15]=2)[C:10]([C:25]2[N:26]([C:38]([O:40][C:41]([CH3:44])([CH3:43])[CH3:42])=[O:39])[C:27]3[C:32]([CH:33]=2)=[CH:31][C:30]([O:34][CH2:35][CH2:36][N:55]([CH2:56][CH3:57])[CH2:53][CH3:54])=[CH:29][CH:28]=3)=[N:9]1)=[O:7])([CH3:4])([CH3:3])[CH3:2] |f:1.2.3,4.5|. Procedure: A solution containing 1.5 g of 5-benzyloxy-3-[1-tert-butoxycarbonyl-5-(2-chloroethoxy)-1H-indol-2-yl]indazole-1-carboxylic acid tert-butyl ester prepared according to procedure J, 1 g of potassium carbonate, 600 mg of potassium iodide and 761 μl of ethylamine in 75 ml of acetonitrile is heated at 80° C. for 18 hours. After this period of time, 1.5 ml of ethylamine are added and the reaction is continued for a further 18 hours at 80° C. This operation is repeated after a further 18 hours and the ... The reactants are CSc1sc(C)c(Br)c1C, CCOCC, [Li]CCCC, CN(C)C=O, O. Product: CSc1sc(C)c(C=O)c1C. RXN SMILES: [Br:1][c:2]1[c:3]([CH3:10])[s:4][c:5]([S:8][CH3:9])[c:6]1[CH3:7].[CH2:11]([O:13][CH2:12][CH3:14])[CH3:15].[CH2:16]([Li:17])[CH2:18][CH2:19][CH3:20].[CH3:21][N:22]([CH3:23])[CH:24]=[O:25].[OH2:26]>>[c:2]1([CH:11]=[O:13])[c:3]([CH3:10])[s:4][c:5]([S:8][CH3:9])[c:6]1[CH3:7]. Starting materials: ClC1(C(NC2=CC=C(C=C12)C=1C(=NOC1C)C)=O)C1=CC=CC=C1 (3-chloro-5-(3,5-dimethylisoxazol-4-yl)-3-phenylindolin-2-one), N1=CC=CC=C1 (pyridine), C(CO)O (ethane-1,2-diol). Run in O (water), C1CCOC1 (THF). Run at time 5 hour. Product: CC1=NOC(=C1C=1C=C2C(C(NC2=CC1)=O)(C1=CC=CC=C1)OCCO)C (5-(3,5-Dimethylisoxazol-4-yl)-3-(2-hydroxyethoxy)-3-phenylindolin-2-one). Isolated yield 15.6%. RXN SMILES: Cl[C:2]1([C:19]2[CH:24]=[CH:23][CH:22]=[CH:21][CH:20]=2)[C:10]2[C:5](=[CH:6][CH:7]=[C:8]([C:11]3[C:12]([CH3:17])=[N:13][O:14][C:15]=3[CH3:16])[CH:9]=2)[NH:4][C:3]1=[O:18].N1C=CC=CC=1.[CH2:31]([OH:34])[CH2:32][OH:33]>C1COCC1.O>[CH3:17][C:12]1[C:11]([C:8]2[CH:9]=[C:10]3[C:5](=[CH:6][CH:7]=2)[NH:4][C:3](=[O:18])[C:2]3([O:33][CH2:32][CH2:31][OH:34])[C:19]2[CH:24]=[CH:23][CH:22]=[CH:21][CH:20]=2)=[C:15]([CH3:16])[O:14][N:13]=1. Reported procedure: 30 mg (0.088 mmol) of 3-chloro-5-(3,5-dimethylisoxazol-4-yl)-3-phenylindolin-2-one and 139 mg (0.176 mmol) of pyridine were dissolved in 5 ml of THF. After the addition of 54 mg (0.88 mmol) of ethane-1,2-diol, the reaction solution was stirred for 5 h at room temperature. Subsequently, the solution was diluted with water. The aqueous phase was extracted with 2×25 mL of EtOAc. The combined organic phases were washed with aqueous NaHCO3 and with water, dried and concentrated in vacuo. The resultin...